From a dataset of the Open Reaction Database (ORD), a public repository of structured organic reaction records. describe an organic reaction: reactants, conditions, products, and yield Starting materials: C(C1=CC=CC=C1)(=O)O[C@H]1[C@@H]([C@@H]2[C@@H](OC(C2)=O)C1)CCC(COC1=CC=CC=C1)(F)F ((3aR,4R,5R,6aS)-4-(3,3-difluoro-4-phenoxybutyl)-2-oxohexahydro-2H-cyclopenta[b]furan-5-yl benzoate), C([O-])([O-])=O.[K+].[K+] (potassium carbonate). The solvent is CO (methanol). Run at time 30 minute. Yields the product FC(CC[C@H]1[C@@H](C[C@@H]2OC(C[C@@H]21)=O)O)(COC2=CC=CC=C2)F ((3aR,4R,5R,6aS)-4-(3,3-difluoro-4-phenoxybutyl)-5-hydroxyhexahydro-2H-cyclopenta[b]furan-2-one). Reaction SMILES: C([O:9][C@@H:10]1[CH2:18][C@@H:13]2[O:14][C:15](=[O:17])[CH2:16][C@@H:12]2[C@H:11]1[CH2:19][CH2:20][C:21]([F:31])([F:30])[CH2:22][O:23][C:24]1[CH:29]=[CH:28][CH:27]=[CH:26][CH:25]=1)(=O)C1C=CC=CC=1.C(=O)([O-])[O-].[K+].[K+]>CO>[F:31][C:21]([F:30])([CH2:22][O:23][C:24]1[CH:25]=[CH:26][CH:27]=[CH:28][CH:29]=1)[CH2:20][CH2:19][C@@H:11]1[C@@H:12]2[C@@H:13]([O:14][C:15](=[O:17])[CH2:16]2)[CH2:18][C@H:10]1[OH:9] |f:1.2.3|. Procedure details: (3aR,4R,5R,6aS)-4-(3,3-Difluoro-4-phenoxybutyl)-2-oxohexahydro-2H-cyclopenta[b]furan-5-yl benzoate (prepared in Step C, 1.0 g, 2.4 mmol) is dissolved in methanol (0.2 M) and potassium carbonate (194 mg, 1.41 mmol) is added. The reaction mixture is stirred at room temperature and the progress is monitored by TLC every 30 minutes. After complete consumption of starting material, the reaction mixture is acidified with 5% KHSO4 and diluted with brine. The product is extracted with ethyl acetate twic...